Dataset: the Open Reaction Database (ORD), a public repository of structured organic reaction records. Task: describe an organic reaction: reactants, conditions, products, and yield As a reaction SMILES: [Cl:1][C:2]1[CH:23]=[CH:22][C:5]2[O:6][C@H:7]([C:16]([NH:18][CH:19]([CH3:21])[CH3:20])=O)[O:8][C@H:9]([C:10]3[CH:15]=[CH:14][CH:13]=[CH:12][CH:11]=3)[C:4]=2[CH:3]=1.B#B.Cl>C1COCC1.CCOCC>[ClH:1].[Cl:1][C:2]1[CH:23]=[CH:22][C:5]2[O:6][C@H:7]([CH2:16][NH:18][CH:19]([CH3:20])[CH3:21])[O:8][C@H:9]([C:10]3[CH:15]=[CH:14][CH:13]=[CH:12][CH:11]=3)[C:4]=2[CH:3]=1 |f:5.6|. Isolated yield 208.9%. Reported procedure: A solution of cis-6-chloro-4-phenyl-N-(2-propyl)-1,3-benzodioxan-2-carboxamide (6.6 g, 20.0 mmoles) in 400 ml of anhydrous THF was treated with 80 ml (80 mmoles) of diborane in THF solution (1M as BH3) and the reaction mixture was worked up essentially as described in Example 5b. The oily amine was converted to the hydrochloride in anhydrous ether; 7.4 g of colorless powder was obtained. Recrystallization from absolute EtOH gave 5.96 g (84%) of colorless crystals; mp 224.5°-225.5°. Run in C1CCOC1 (THF), C1CCOC1 (THF), CCOCC (ether). Product: Cl.ClC1=CC2=C(O[C@@H](O[C@@H]2C2=CC=CC=C2)CNC(C)C)C=C1 (cis-6-Chloro-4-phenyl-2-(2-propylaminomethyl)-1,3-benzodioxan hydrochloride). Starting materials: ClC1=CC2=C(O[C@@H](O[C@@H]2C2=CC=CC=C2)C(=O)NC(C)C)C=C1 (cis-6-chloro-4-phenyl-N-(2-propyl)-1,3-benzodioxan-2-carboxamide), B#B (diborane), Cl (hydrochloride), amine. Reactants: CC1=NC=2N(C(=C1)O)C=CN2 (7-Methylimidazo[1,2-a]pyrimidin-5-ol), P(=O)(Cl)(Cl)Cl (phosphorus oxychloride). Solvent: C(Cl)Cl (methylene chloride). Product: ClC1=CC(=NC=2N1C=CN2)C (5-chloro-7-methylimidazo[1,2-a]pyrimidine). Isolated yield 52.0%. Reaction SMILES: [CH3:1][C:2]1[CH:7]=[C:6](O)[N:5]2[CH:9]=[CH:10][N:11]=[C:4]2[N:3]=1.P(Cl)(Cl)([Cl:14])=O>C(Cl)Cl>[Cl:14][C:6]1[N:5]2[CH:9]=[CH:10][N:11]=[C:4]2[N:3]=[C:2]([CH3:1])[CH:7]=1. Reported procedure: A mixture of 0.893 g (5.99 mmol) 7-Methylimidazo[1,2-a]pyrimidin-5-ol and 17 mL (182.1 mmol) of phosphorus oxychloride were refluxed for two hours. At the end of the reflux, a clear red solution is obtained, which is rotovaped to remove excess phosphorus oxychloride. The residue thus obtained was titurated with methylene chloride followed by filtration of the slurry to isolate the desired compound as a solid. Further washes with methylene chloride followed by drying of the solid under reduced pr... Reactants: O (water), BrC(C(OCCC)OCCC)(C)C (2-bromo-2-methyl-1,1-dipropoxypropane), C(=O)(O)C(O)C(O)C(=O)[O-].[K+] (potassium hydrogen tartrate). The product is CC(CO)(C)OCCC (2-Methyl-2-propoxypropanol), crude product. Isolated yield 56.0%. Reaction SMILES: Br[C:2]([CH3:13])([CH3:12])[CH:3](OCCC)OCCC.C([CH:17]([CH:19]([C:21]([O-:23])=O)O)O)(O)=O.[K+].[OH2:25]>>[CH3:3][C:2]([O:23][CH2:21][CH2:19][CH3:17])([CH3:13])[CH2:12][OH:25] |f:1.2|. Procedure details: 2-Methyl-2-propoxypropanol was prepared according to a modified method described in U.S. Pat. No. 3,652,579. A slurry consisting of 2-bromo-2-methyl-1,1-dipropoxypropane obtained from Example 2(a) (6.5 g, 0.026 mol), potassium hydrogen tartrate (4.8 g, 0.026 mol) in water (75 mL) was heated at reflux for 7 h. A distillation set-up was mounted and the liquid that was distilled between 82-90° C. was collected. The organic phase was separated. The obtained crude product (1.9 g, 56%) was used withou... Reactants: C(=O)([O-])[O-].[K+].[K+] (K2CO3), C(C)(=O)O[C@H]1C[C@@H]2O[C@@]2([C@@H](C1)O[Si](C)(C)C(C)(C)C)C ((1S,3S,5R,6S)-5-{[tert-butyl(dimethyl)silyl]oxy}-6-methyl-7-oxabicyclo[4.1.0]hept-3-yl acetate), C(C)(=O)O (acetic acid). The solvent is CO (methanol). Reaction conditions: time 2 hour. The product is [Si](C)(C)(C(C)(C)C)O[C@@H]1C[C@H](C[C@@H]2O[C@]12C)O ((1S,3S,5R,6S)-5-{[tert-butyl(dimethyl)silyl]oxy}-6-methyl-7-oxabicyclo[4.1.0]heptan-3-ol). The yield is 97.6%. As a reaction SMILES: C([O:4][C@@H:5]1[CH2:11][C@@H:10]([O:12][Si:13]([C:16]([CH3:19])([CH3:18])[CH3:17])([CH3:15])[CH3:14])[C@:9]2([CH3:20])[C@@H:7]([O:8]2)[CH2:6]1)(=O)C.C([O-])([O-])=O.[K+].[K+].C(O)(=O)C>CO>[Si:13]([O:12][C@H:10]1[C@:9]2([CH3:20])[C@@H:7]([O:8]2)[CH2:6][C@H:5]([OH:4])[CH2:11]1)([C:16]([CH3:19])([CH3:18])[CH3:17])([CH3:15])[CH3:14] |f:1.2.3|. Reported procedure: The compound of Example 16C (9.20 g, 30.6 mmol) was dissolved in 105 mL of methanol. K2CO3 (10.1 g, 72.1 mmol, 2.35 equivalents) was added and the reaction mixture was stirred at ambient temperature for 2 hours. 6.60 mL (115 mmol, 3.77 equivalents) of acetic acid were added to the reaction mixture; after mixing for 10 minutes, the solids were filtered off and rinsed with 40 mL of methanol. The combined filtrate and rinses were concentrated to a residue which was mixed with 106 mL of water. The l... The reactants are C(C)(C)[Si](C(C)C)(C(C)C)C#CC1=CC=2N(C=C1)C=CN2 (7-[(Triisopropylsilanyl)-ethynyl]-imidazo[1,2-a]pyridine), [F-].C(CCC)[N+](CCCC)(CCCC)CCCC (tetrabutylammonium fluoride). Run in C1CCOC1 (THF). Conditions: time 40 minute. The product is C(#C)C1=CC=2N(C=C1)C=CN2 (7-Ethynyl-imidazo[1,2-a]pyridine). Isolated yield 71.5%. RXN SMILES: C([Si]([C:11]#[C:12][C:13]1[CH:18]=[CH:17][N:16]2[CH:19]=[CH:20][N:21]=[C:15]2[CH:14]=1)(C(C)C)C(C)C)(C)C.[F-].C([N+](CCCC)(CCCC)CCCC)CCC>C1COCC1>[C:12]([C:13]1[CH:18]=[CH:17][N:16]2[CH:19]=[CH:20][N:21]=[C:15]2[CH:14]=1)#[CH:11] |f:1.2|. Reported procedure: Combine 7-[(Triisopropylsilanyl)-ethynyl]-imidazo[1,2-a]pyridine (3.23 g, 10.82 mmol) and tetrabutylammonium fluoride (1.19 mL, 1.19 mmol, 1.0 M in THF) in THF (5 mL). Stir the mixture at room temperature for 40 minutes, then concentrate in vacuo to a black oil. Purify by column chromatography (ethyl acetate) to afford product (1.10 g, 71%). MS(ES), m/z 143.1 (M+1). Reactants: C=CC(=O)OC, [Cl-], [H-], [Na+], [Na+], C1CCOC1, O=C1C=C(c2c(-c3ccccc3)nn3ccccc23)CCN1. The product is COC(=O)CCN1CCC(c2c(-c3ccccc3)nn3ccccc23)=CC1=O. Reaction SMILES: [C:25]([CH:26]=[CH2:27])(=[O:28])[O:29][CH3:30].[Cl-:32].[H-:1].[Na+:2].[Na+:31].[O:33]1[CH2:34][CH2:35][CH2:36][CH2:37]1.[O:3]=[C:4]1[NH:5][CH2:6][CH2:7][C:8]([c:10]2[c:11](-[c:19]3[cH:20][cH:21][cH:22][cH:23][cH:24]3)[n:12][n:13]3[c:14]2[cH:15][cH:16][cH:17][cH:18]3)=[CH:9]1>>[O:3]=[C:4]1[N:5]([CH2:27][CH2:26][C:25](=[O:28])[O:29][CH3:30])[CH2:6][CH2:7][C:8]([c:10]2[c:11](-[c:19]3[cH:20][cH:21][cH:22][cH:23][cH:24]3)[n:12][n:13]3[c:14]2[cH:15][cH:16][cH:17][cH:18]3)=[CH:9]1. Starting materials: CO, CCCCCCON=C(C(=O)OCC)c1csc(N)n1, [Na+], C1CCOC1, [OH-]. Yields the product CCCCCCON=C(C(=O)O)c1csc(N)n1. Reaction SMILES: [CH3:21][OH:22].[NH2:1][c:2]1[s:3][cH:4][c:5]([C:7]([C:8](=[O:9])[O:10][CH2:11][CH3:12])=[N:13][O:14][CH2:15][CH2:16][CH2:17][CH2:18][CH2:19][CH3:20])[n:6]1.[Na+:24].[O:25]1[CH2:26][CH2:27][CH2:28][CH2:29]1.[OH-:23]>>[NH2:1][c:2]1[s:3][cH:4][c:5]([C:7]([C:8](=[O:9])[OH:10])=[N:13][O:14][CH2:15][CH2:16][CH2:17][CH2:18][CH2:19][CH3:20])[n:6]1. Starting materials: Cl, NCC(=O)NC1CCN(CCc2c[nH]c3ccccc23)CC1, O=C(Cl)c1ccncc1. The product is O=C(CNC(=O)c1ccncc1)NC1CCN(CCc2c[nH]c3ccccc23)CC1. RXN SMILES: [ClH:32].[NH2:1][CH2:2][C:3](=[O:4])[NH:5][CH:6]1[CH2:7][CH2:8][N:9]([CH2:12][CH2:13][c:14]2[cH:15][nH:16][c:17]3[cH:18][cH:19][cH:20][cH:21][c:22]23)[CH2:10][CH2:11]1.[n:23]1[cH:24][cH:25][c:26]([C:29](=[O:30])[Cl:31])[cH:27][cH:28]1>>[NH:1]([CH2:2][C:3](=[O:4])[NH:5][CH:6]1[CH2:7][CH2:8][N:9]([CH2:12][CH2:13][c:14]2[cH:15][nH:16][c:17]3[cH:18][cH:19][cH:20][cH:21][c:22]23)[CH2:10][CH2:11]1)[C:29]([c:26]1[cH:25][cH:24][n:23][cH:28][cH:27]1)=[O:30]. Starting materials: CCCCCC (hexane), C[Si](C)(C)C#C (trimethylsilylacetylene), product, C(C)(C)[SiH](C(C)C)Cl (diisopropylsilyl chloride), [Li+].CCC[CH2-] (N-butyllithium), oil. The solvent is O1CCCC1 (tetrahydrofuran), O (Water). The product is C(C)(C)[SiH](C(C)C)C#C (diisopropylsilyl acetylene). Isolated yield 54.0%. Reaction SMILES: CCC[CH2:4][CH2:5][CH3:6].C[Si](C#C)(C)C.[Li+].CCC[CH2-].[CH:18]([SiH:21](Cl)[CH:22]([CH3:24])[CH3:23])(C)[CH3:19]>O.O1CCCC1>[CH:22]([SiH:21]([C:18]#[CH:19])[CH:5]([CH3:4])[CH3:6])([CH3:24])[CH3:23] |f:2.3|. Procedure: An oven dried 500 mL round bottom flask with nitrogen atmosphere was charged with hexane (100 mL), tetrahydrofuran (20 mL), and trimethylsilylacetylene (4.8 g, 48.9 mmol) and cooled with an ice bath. N-butyllithium (2.5 M in hexane, 19.4 mL) was added dropwise and the reaction mixture was allowed to warm to room temperature. The reaction product (20.0 g) from the previously described step, “Synthesis of 3-(N-methylnonafluorobutanesulfonamido)propyl) diisopropylsilyl chloride,” was slowly added a... Starting materials: NC=1C=C(C=C(C1)Br)C(F)(F)F (3-amino-5-bromo-benzotrifluoride), C(CCC)[Sn](C=1C=NC=CC1)(CCCC)CCCC (3-(tri-n-butylstannyl)pyridine), [OH-].[Na+] (sodium hydroxide). The reagents and catalysts are [Pd].C1(=CC=CC=C1)P(C1=CC=CC=C1)C1=CC=CC=C1.C1(=CC=CC=C1)P(C1=CC=CC=C1)C1=CC=CC=C1.C1(=CC=CC=C1)P(C1=CC=CC=C1)C1=CC=CC=C1.C1(=CC=CC=C1)P(C1=CC=CC=C1)C1=CC=CC=C1 (Tetrakis(triphenylphosphine)-palladium (0)). The solvent is C=1(C(=CC=CC1)C)C (xylene). Run at temperature 140 celsius. Product: N1=CC(=CC=C1)C=1C=C(C=C(C1)N)C(F)(F)F (5-(3-Pyridinyl)-3-(trifluoromethyl)benzenamine). RXN SMILES: [NH2:1][C:2]1[CH:3]=[C:4]([C:9]([F:12])([F:11])[F:10])[CH:5]=[C:6](Br)[CH:7]=1.C([Sn](CCCC)(CCCC)[C:18]1[CH:19]=[N:20][CH:21]=[CH:22][CH:23]=1)CCC.[OH-].[Na+]>C1(C)C(C)=CC=CC=1.[Pd].C1(P(C2C=CC=CC=2)C2C=CC=CC=2)C=CC=CC=1.C1(P(C2C=CC=CC=2)C2C=CC=CC=2)C=CC=CC=1.C1(P(C2C=CC=CC=2)C2C=CC=CC=2)C=CC=CC=1.C1(P(C2C=CC=CC=2)C2C=CC=CC=2)C=CC=CC=1>[N:20]1[CH:21]=[CH:22][CH:23]=[C:18]([C:6]2[CH:5]=[C:4]([C:9]([F:12])([F:11])[F:10])[CH:3]=[C:2]([NH2:1])[CH:7]=2)[CH:19]=1 |f:2.3,5.6.7.8.9|. Procedure: A stirred solution of 3-amino-5-bromo-benzotrifluoride (Apollo, England; 1.12 g, 5 mmol) and 3-(tri-n-butylstannyl)pyridine (Maybridge Chemical Co. Ltd., England; 2.0 g, 5.4 mmol) in xylene (30 mL) was purged with argon for 10 minutes at 20° C. Tetrakis(triphenylphosphine)-palladium (0) (1.16 g, 1.0 mmol) is then added and the resulting mixture is heated at 140° C. for 36 hours under an argon atmosphere. The mixture is then cooled, treated with an aqueous solution of sodium hydroxide (100 mL of ...